From a dataset of the Open Reaction Database (ORD), a public repository of structured organic reaction records. describe an organic reaction: reactants, conditions, products, and yield Starting materials: O (water), C(CCC)[Li] (n-butyl lithium), BrC=1C=NC=CC1 (3-bromopyridine), C(C)B(OC)CC (diethylmethoxyborane). The solvent is [Cl-].[Na+].O (brine), C(CCC)OCCCC (butyl ether). Run at time 1 hour. Product: C(C)B(C=1C=NC=CC1)CC (diethyl(3-pyridyl)borane). Yield: 76.8%. RXN SMILES: C([Li])CCC.Br[C:7]1[CH:8]=[N:9][CH:10]=[CH:11][CH:12]=1.[CH2:13]([B:15]([CH2:18][CH3:19])OC)[CH3:14].O>C(OCCCC)CCC.[Cl-].[Na+].O>[CH2:13]([B:15]([CH2:18][CH3:19])[C:7]1[CH:8]=[N:9][CH:10]=[CH:11][CH:12]=1)[CH3:14] |f:5.6.7|. Procedure: Into a solution of n-butyl lithium (165 ml, 264 mmol) in butyl ether (250 ml) at −78 degrees under nitrogen was added 3-bromopyridine (25.4 ml, 264 mmol). After 1 h, added diethylmethoxyborane (52 ml, 396 mmol). The mixture was allowed to warm to room temperature. After 16 h, added water and brine, separated organic layer, dried over sodium sulfate, then concentrated. The resulting slurry was dissolved in isopropanol (500 ml), cooled and the product isolated by filtration give diethyl(3-pyridyl)... Starting materials: CCOC(=O)CC(=O)c1ccccc1, Cc1ccccc1, NCCOc1ccc(Cl)cc1Cl. The product is O=C(CC(=O)c1ccccc1)NCCOc1ccc(Cl)cc1Cl. RXN SMILES: [C:13]([c:14]1[cH:15][cH:16][cH:17][cH:18][cH:19]1)(=[O:20])[CH2:21][C:22](=[O:23])[O:24][CH2:25][CH3:26].[CH3:27][c:28]1[cH:29][cH:30][cH:31][cH:32][cH:33]1.[Cl:1][c:2]1[c:3]([O:4][CH2:5][CH2:6][NH2:7])[cH:8][cH:9][c:10]([Cl:12])[cH:11]1>>[Cl:1][c:2]1[c:3]([O:4][CH2:5][CH2:6][NH:7][C:22]([CH2:21][C:13]([c:14]2[cH:15][cH:16][cH:17][cH:18][cH:19]2)=[O:20])=[O:23])[cH:8][cH:9][c:10]([Cl:12])[cH:11]1. The reactants are O=[N+]([O-])O, O=S(=O)(O)O, Cc1cccc(C)[n+]1[O-]. Yields the product Cc1cc([N+](=O)[O-])cc(C)[n+]1[O-]. RXN SMILES: [OH:10][N+:11]([O-:12])=[O:13].[S:14](=[O:15])(=[O:16])([OH:17])[OH:18].[n+:1]1([O-:9])[c:2]([CH3:8])[cH:3][cH:4][cH:5][c:6]1[CH3:7]>>[n+:1]1([O-:9])[c:2]([CH3:8])[cH:3][c:4]([N+:11](=[O:10])[O-:12])[cH:5][c:6]1[CH3:7]. The reactants are ClC1=NC=CC(=N1)C=1C=C(C=O)C=CC1 (3-(2-Chloro-pyrimidin-4-yl)-benzaldehyde), N1=CC=C(C=C1)CCN (2-pyridin-4-yl-ethylamine), 325. The product is ClC1=NC=CC(=N1)C=1C=C(CNCCC2=CC=NC=C2)C=CC1 ([3-(2-Chloro-pyrimidin-4-yl)-benzyl]-(2-pyridin-4-yl-ethyl)-amine). Reaction SMILES: [Cl:1][C:2]1[N:7]=[C:6]([C:8]2[CH:9]=[C:10]([CH:13]=[CH:14][CH:15]=2)[CH:11]=O)[CH:5]=[CH:4][N:3]=1.[N:16]1[CH:21]=[CH:20][C:19]([CH2:22][CH2:23][NH2:24])=[CH:18][CH:17]=1>>[Cl:1][C:2]1[N:7]=[C:6]([C:8]2[CH:9]=[C:10]([CH:13]=[CH:14][CH:15]=2)[CH2:11][NH:24][CH2:23][CH2:22][C:19]2[CH:20]=[CH:21][N:16]=[CH:17][CH:18]=2)[CH:5]=[CH:4][N:3]=1. Procedure details: Intermediate 1 was coupled with 2-pyridin-4-yl-ethylamine following procedure B. LC-MS showed the product had the expected M+H+ of 325. RXN SMILES: [CH3:1][CH:2]([CH3:13])[CH:3]([C:7]1[CH:12]=[CH:11][CH:10]=[CH:9][CH:8]=1)[C:4]([OH:6])=O.O.ON1C2C=CC=CC=2N=N1.CN(C)CCCN=C=NCC.[CH2:36]([N:43]1[CH2:47][C@H:46]2[C@@H:48]([NH2:51])[CH2:49][CH2:50][C@H:45]2[CH2:44]1)[C:37]1[CH:42]=[CH:41][CH:40]=[CH:39][CH:38]=1>ClCCl>[CH2:36]([N:43]1[CH2:47][C@H:46]2[C@@H:48]([NH:51][C:4](=[O:6])[CH:3]([C:7]3[CH:12]=[CH:11][CH:10]=[CH:9][CH:8]=3)[CH:2]([CH3:1])[CH3:13])[CH2:49][CH2:50][C@H:45]2[CH2:44]1)[C:37]1[CH:38]=[CH:39][CH:40]=[CH:41][CH:42]=1 |f:1.2|. Run at time 10 minute. Yields the product C(C1=CC=CC=C1)N1C[C@H]2[C@@H](C1)[C@H](CC2)NC(C(C(C)C)C2=CC=CC=C2)=O (N-[(3aS,4S,6aR)-2-benzyloctahydrocyclopenta[c]pyrrol-4-yl]-3-methyl-2-phenylbutanamide). Run in ClCCl (dichloromethane), ClCCl (dichloromethane). Procedure details: 3-Methyl-2-phenylbutanoic acid (1.049 mmol), 1-hydroxybenzotriazole hydrate (1.049 mmol), and N-(3-dimethylaminopropyl)-N′-ethylcarbodiimide (185 μL, 1.049 mmol) were combined in dichloromethane (4 mL). The mixture was stirred at room temperature for 10 minutes, then (3aS,4S,6aR)-2-benzyloctahydrocyclopenta[c]pyrrol-4-amine (1.049 mmol) from Step C was added in 2 mL of dichloromethane. The reaction was stirred at room temperature for 3.5 hours, and then quenched with 0.5 mL of water. The organic... Reactants: C(C1=CC=CC=C1)N1C[C@H]2[C@@H](C1)[C@H](CC2)N ((3aS,4S,6aR)-2-benzyloctahydrocyclopenta[c]pyrrol-4-amine), CC(C(C(=O)O)C1=CC=CC=C1)C (3-Methyl-2-phenylbutanoic acid), O.ON1N=NC2=C1C=CC=C2 (1-hydroxybenzotriazole hydrate), CN(CCCN=C=NCC)C (N-(3-dimethylaminopropyl)-N′-ethylcarbodiimide). Starting materials: NC1CC(N(C(C1)(C)C)CC)(C)C (4-amino-1-ethyl-2,2,6,6-tetramethylpiperidine), COCN=C=O (methoxymethyl isocyanate). Yields the product COCNC(=O)NC1CC(N(C(C1)(C)C)CC)(C)C (N-Methoxymethyl-N'-(1-ethyl-2,2,6,6-tetramethylpiperidine-4-yl)-urea). Reaction SMILES: [NH2:1][CH:2]1[CH2:7][C:6]([CH3:9])([CH3:8])[N:5]([CH2:10][CH3:11])[C:4]([CH3:13])([CH3:12])[CH2:3]1.[CH3:14][O:15][CH2:16][N:17]=[C:18]=[O:19]>>[CH3:14][O:15][CH2:16][NH:17][C:18]([NH:1][CH:2]1[CH2:3][C:4]([CH3:12])([CH3:13])[N:5]([CH2:10][CH3:11])[C:6]([CH3:8])([CH3:9])[CH2:7]1)=[O:19]. Reported procedure: 46 parts of N-methoxymethyl-N'-1-ethyl-2,2,6,6-tetramethylpiperidin-4-yl urea were obtained by reacting 36.6 parts of 4-amino-1-ethyl-2,2,6,6-tetramethylpiperidine with methoxymethyl isocyanate in the same way as described in Example 22b).